From a dataset of the Open Reaction Database (ORD), a public repository of structured organic reaction records. describe an organic reaction: reactants, conditions, products, and yield Starting materials: C, CCO, COCOc1ccc([N+](=O)[O-])c(F)c1, [H][H], [Pd]. The product is COCOc1ccc(N)c(F)c1. As a reaction SMILES: [C:17].[CH3:19][CH2:20][OH:21].[F:1][c:2]1[c:3]([N+:12]([O-:13])=[O:14])[cH:4][cH:5][c:6]([O:8][CH2:9][O:10][CH3:11])[cH:7]1.[H:15][H:16].[Pd:18]>>[F:1][c:2]1[c:3]([NH2:12])[cH:4][cH:5][c:6]([O:8][CH2:9][O:10][CH3:11])[cH:7]1. Product: CCOc1ccc(Oc2ncnc3c2cnn3C2CCN(C(=O)C3CCCC3)CC2)c(F)c1. Reaction SMILES: [CH2:16]([CH3:17])[O:18][c:19]1[cH:20][c:21]([F:41])[c:22]([O:23][c:24]2[c:25]3[c:26]([n:27][cH:28][n:29]2)[n:30]([CH:33]2[CH2:34][CH2:35][NH:36][CH2:37][CH2:38]2)[n:31][cH:32]3)[cH:39][cH:40]1.[CH:1]1([C:6](=[O:7])[Cl:8])[CH2:2][CH2:3][CH2:4][CH2:5]1.[CH:42]([N:43]([CH:44]([CH3:45])[CH3:46])[CH2:47][CH3:48])([CH3:49])[CH3:50].[Cl:52][CH2:53][Cl:54].[F:9][C:10]([F:11])([F:12])[C:13]([OH:14])=[O:15].[OH2:51]>>[CH:1]1([C:6](=[O:7])[N:36]2[CH2:35][CH2:34][CH:33]([n:30]3[c:26]4[c:25]([c:24]([O:23][c:22]5[c:21]([F:41])[cH:20][c:19]([O:18][CH2:16][CH3:17])[cH:40][cH:39]5)[n:29][cH:28][n:27]4)[cH:32][n:31]3)[CH2:38][CH2:37]2)[CH2:2][CH2:3][CH2:4][CH2:5]1. Reactants: CCOc1ccc(Oc2ncnc3c2cnn3C2CCNCC2)c(F)c1, O=C(Cl)C1CCCC1, CCN(C(C)C)C(C)C, ClCCl, O=C(O)C(F)(F)F, O. Starting materials: CN(CCCOC1OCCCC1)C1CCCN(C2=C1C=CC=C2)C(C2=CC=C(C=C2)NC(C2=C(C=CC=C2)C)=O)=O (5-{N-methyl-N-[3-(3,4,5,6-tetrahydro-2H-pyran-2-yloxy)propyl]amino}-1-[4-(2-methylbenzoylamino)benzoyl]-2,3,4,5-tetrahydro-1H-benzazepine), C(C)(=O)Cl (acetyl chloride). Solvent: C(C)(=O)O (acetic acid). Reaction conditions: time 8 hour. The product is CN(CCCOC(C)=O)C1CCCN(C2=C1C=CC=C2)C(C2=CC=C(C=C2)NC(C2=C(C=CC=C2)C)=O)=O (5-[N-methyl-N-(3-acetyloxypropyl)amino]-1-[4-(2-methylbenzoylamino)benzoyl]-2,3,4,5-tetrahydro-1H-benzazepine). Isolated yield 16.2%. Reaction SMILES: [CH3:1][N:2]([CH:13]1[C:19]2[CH:20]=[CH:21][CH:22]=[CH:23][C:18]=2[N:17]([C:24](=[O:41])[C:25]2[CH:30]=[CH:29][C:28]([NH:31][C:32](=[O:40])[C:33]3[CH:38]=[CH:37][CH:36]=[CH:35][C:34]=3[CH3:39])=[CH:27][CH:26]=2)[CH2:16][CH2:15][CH2:14]1)[CH2:3][CH2:4][CH2:5][O:6][CH:7]1[CH2:12]CCC[O:8]1.C(Cl)(=O)C>C(O)(=O)C>[CH3:1][N:2]([CH:13]1[C:19]2[CH:20]=[CH:21][CH:22]=[CH:23][C:18]=2[N:17]([C:24](=[O:41])[C:25]2[CH:26]=[CH:27][C:28]([NH:31][C:32](=[O:40])[C:33]3[CH:38]=[CH:37][CH:36]=[CH:35][C:34]=3[CH3:39])=[CH:29][CH:30]=2)[CH2:16][CH2:15][CH2:14]1)[CH2:3][CH2:4][CH2:5][O:6][C:7](=[O:8])[CH3:12]. Reported procedure: To 5-{N-methyl-N-[3-(3,4,5,6-tetrahydro-2H-pyran-2-yloxy)propyl]amino}-1-[4-(2-methylbenzoylamino)benzoyl]-2,3,4,5-tetrahydro-1H-benzazepine (0.4 g) is added a mixture of acetyl chloride (0.5 ml) and acetic acid (5 ml) at room temperature, and the mixture is stirred overnight. The reaction solution is concentrated and the resulting residue is purified by silica gel column chromatography (eluent; dichloromethane:methanol=30:1), and further purified again by silica gel column chromatography (eluen...